describe an organic reaction: reactants, conditions, products, and yield From a dataset of the Open Reaction Database (ORD), a public repository of structured organic reaction records. The reactants are Cl, Cc1ccc(C(=CCCl)c2ccc(C)cc2)cc1, ClCC=C(c1ccccc1)c1ccccc1. Product: C=C(c1ccc(C)cc1)c1ccc(C)cc1. As a reaction SMILES: [ClH:35].[c:17]1([CH3:34])[cH:18][cH:19][c:20]([C:23](=[CH:24][CH2:25][Cl:26])[c:27]2[cH:28][cH:29][c:30]([CH3:33])[cH:31][cH:32]2)[cH:21][cH:22]1.[c:1]1([C:2]([c:3]2[cH:4][cH:5][cH:6][cH:7][cH:8]2)=[CH:9][CH2:10][Cl:11])[cH:12][cH:13][cH:14][cH:15][cH:16]1>>[c:17]1([CH3:34])[cH:18][cH:19][c:20]([C:23](=[CH2:24])[c:27]2[cH:28][cH:29][c:30]([CH3:33])[cH:31][cH:32]2)[cH:21][cH:22]1.